This data is from the Open Reaction Database (ORD), a public repository of structured organic reaction records. The task is: describe an organic reaction: reactants, conditions, products, and yield Starting materials: Cl (HCl), O1CCOCC1 (dioxane), C(C)(C)(C)OC(=O)N1CC=2C=C(C=NC2CC1)NC(C1=CC(=CC=C1)CNC(C1=CC(=C(C=C1)OC)OC)=O)=O (3-{3-[(3,4-dimethoxy-benzoylamino)-methyl]-benzoylamino}-7,8-dihydro-5H-[1,6]naphthyridine-6-carboxylic acid tert-butyl ester). Solvent: C(Cl)Cl (CH2Cl2). Conditions: time 8 hour. The product is COC=1C=C(C(=O)NCC2=CC(=CC=C2)C(NC=2C=NC=3CCNCC3C2)=O)C=CC1OC (3,4-Dimethoxy-N-[3-(5,6,7,8-tetrahydro-[1,6]naphthyridin-3-ylcarbamoyl)-benzyl]-benzamide). Yield: 102.5%. As a reaction SMILES: C(OC([N:8]1[CH2:17][CH2:16][C:15]2[N:14]=[CH:13][C:12]([NH:18][C:19](=[O:40])[C:20]3[CH:25]=[CH:24][CH:23]=[C:22]([CH2:26][NH:27][C:28](=[O:39])[C:29]4[CH:34]=[CH:33][C:32]([O:35][CH3:36])=[C:31]([O:37][CH3:38])[CH:30]=4)[CH:21]=3)=[CH:11][C:10]=2[CH2:9]1)=O)(C)(C)C.Cl.O1CCOCC1>C(Cl)Cl>[CH3:38][O:37][C:31]1[CH:30]=[C:29]([CH:34]=[CH:33][C:32]=1[O:35][CH3:36])[C:28]([NH:27][CH2:26][C:22]1[CH:23]=[CH:24][CH:25]=[C:20]([C:19](=[O:40])[NH:18][C:12]2[CH:13]=[N:14][C:15]3[CH2:16][CH2:17][NH:8][CH2:9][C:10]=3[CH:11]=2)[CH:21]=1)=[O:39]. Procedure: Dissolved 3-{3-[(3,4-dimethoxy-benzoylamino)-methyl]-benzoylamino}-7,8-dihydro-5H-[1,6]naphthyridine-6-carboxylic acid tert-butyl ester (120 mg, 0.22 mmol) in 3 mL CH2Cl2 and added HCl in dioxane (1.00 mL/4.0 mmol). The mixture was stirred overnight resulting in a heterogenous mixture. Concentrated the mixture to dryness to give 100.7 mg of the desired product. MS, electrospray 447.4 (M+H). Reactants: OC1=CC=C(C(=O)C=2C=C(N3C=CC=CC23)CCCC(=O)OCC)C=C1 (ethyl 4-[1-(4-hydroxybenzoyl)indolizin- 3-yl]butyrate), C(C(C)C)C1=CC=C(C=C1)[C@@H](CCC)O ((R)-1-(4-isobutylphenyl)butan-1-ol), C1(=CC=CC=C1)P(C1=CC=CC=C1)C1=CC=CC=C1 (triphenylphosphine), N(=NC(=O)OCC)C(=O)OCC (diethyl azodicarboxylate). Run in O1CCCC1 (tetrahydrofuran), C1(=CC=CC=C1)C (toluene), C(C)(=O)O (acetic acid). Conditions: temperature -20 celsius, time 2.5 hour. Product: C(C(C)C)C1=CC=C(C=C1)[C@H](CCC)OC1=CC=C(C(=O)C=2C=C(N3C=CC=CC23)CCCC(=O)OCC)C=C1 (ethyl 4-[1-[4-[(S)-1-(4-isobutylphenyl)butoxy]benzoyl]indolizin-3-yl]butyrate). The yield is 49.0%. RXN SMILES: [OH:1][C:2]1[CH:26]=[CH:25][C:5]([C:6]([C:8]2[CH:9]=[C:10]([CH2:17][CH2:18][CH2:19][C:20]([O:22][CH2:23][CH3:24])=[O:21])[N:11]3[C:16]=2[CH:15]=[CH:14][CH:13]=[CH:12]3)=[O:7])=[CH:4][CH:3]=1.[CH2:27]([C:31]1[CH:36]=[CH:35][C:34]([C@H:37](O)[CH2:38][CH2:39][CH3:40])=[CH:33][CH:32]=1)[CH:28]([CH3:30])[CH3:29].C1(P(C2C=CC=CC=2)C2C=CC=CC=2)C=CC=CC=1.N(C(OCC)=O)=NC(OCC)=O>O1CCCC1.C1(C)C=CC=CC=1.C(O)(=O)C>[CH2:27]([C:31]1[CH:32]=[CH:33][C:34]([C@@H:37]([O:1][C:2]2[CH:3]=[CH:4][C:5]([C:6]([C:8]3[CH:9]=[C:10]([CH2:17][CH2:18][CH2:19][C:20]([O:22][CH2:23][CH3:24])=[O:21])[N:11]4[C:16]=3[CH:15]=[CH:14][CH:13]=[CH:12]4)=[O:7])=[CH:25][CH:26]=2)[CH2:38][CH2:39][CH3:40])=[CH:35][CH:36]=1)[CH:28]([CH3:30])[CH3:29]. Reported procedure: To a mixture of ethyl 4-[1-(4-hydroxybenzoyl)indolizin- 3-yl]butyrate (392 mg), (R)-1-(4-isobutylphenyl)butan-1-ol (230 mg) and triphenylphosphine (292 mg) in tetrahydrofuran (3 ml) and toluene (15 ml) was added diethyl azodicarboxylate (0.178 ml) at -20° C. under nitrogen atmosphere. After the mixture was stirred at -20° C. under nitrogen for 2.5 hours, acetic acid (0.05 ml) was added and the mixture was warmed up to room temperature. The solvent was evaporated under reduced pressure and the re...